Dataset: the Open Reaction Database (ORD), a public repository of structured organic reaction records. Task: describe an organic reaction: reactants, conditions, products, and yield Starting materials: CN(CCNC)C (N,N,N′-trimethylethylenediamine), C(C)(=O)O (acetic acid), C(C)(=O)O[BH-](OC(C)=O)OC(C)=O.[Na+] (sodium triacetoxyborohydride), N1N=C(C2=CC=CC=C12)/C=C/C1=C(C=CC=C1)N1C=C(C=C1)C=O ((E)-1-{2-[2-(1H-indazol-3-yl)vinyl]phenyl}-1H-pyrrole-3-carbaldehyde). Solvent: ClC(C)Cl (dichloroethane), O (water). Run at time 1 hour. Product: N1N=C(C2=CC=CC=C12)/C=C/C1=C(C=CC=C1)N1C=C(C=C1)CN(CCN(C)C)C ((E)-N-(1-{2-[2-(1H-indazol-3-yl)vinyl]phenyl}-1H-pyrrol-3-ylmethyl)-N,N′,N′-trimethylethane-1,2-diamine). Yield: 54.0%. RXN SMILES: [NH:1]1[C:9]2[C:4](=[CH:5][CH:6]=[CH:7][CH:8]=2)[C:3](/[CH:10]=[CH:11]/[C:12]2[CH:17]=[CH:16][CH:15]=[CH:14][C:13]=2[N:18]2[CH:22]=[CH:21][C:20]([CH:23]=O)=[CH:19]2)=[N:2]1.[CH3:25][N:26]([CH3:31])[CH2:27][CH2:28][NH:29][CH3:30].C(O)(=O)C.C(O[BH-](OC(=O)C)OC(=O)C)(=O)C.[Na+]>ClC(Cl)C.O>[NH:1]1[C:9]2[C:4](=[CH:5][CH:6]=[CH:7][CH:8]=2)[C:3](/[CH:10]=[CH:11]/[C:12]2[CH:17]=[CH:16][CH:15]=[CH:14][C:13]=2[N:18]2[CH:22]=[CH:21][C:20]([CH2:23][N:29]([CH3:30])[CH2:28][CH2:27][N:26]([CH3:31])[CH3:25])=[CH:19]2)=[N:2]1 |f:3.4|. Reported procedure: Compound 167 (0.06 g, 0.19 mmol) was dissolved in dichloroethane (2.0 mL) and the solution was added with N,N,N′-trimethylethylenediamine (62 μL, 0.57 mmol), acetic acid (63 μL, 0.57 mmol) and sodium triacetoxyborohydride (0.12 g, 0.57 mmol), followed by stirring at room temperature for 1 hour. The reaction mixture was added with water, extracted with ethyl acetate and the organic layer was concentrated. The residue was purified by silica gel column chromatography (ethyl acetate/methanol=9/1) to... Starting materials: C1(=CC=CC=C1)OCC1=CC=CC=C1 (benzyl phenyl ether), C=O (paraformaldehyde), Cl (hydrochloric acid), C1=CC=CC=C1 (benzene). Solvent: C1(=CC=CC=C1)C (toluene). Run at time 8 hour. The product is 30.5, C(C1=CC=CC=C1)OC1=CC=C(CCl)C=C1 (4-benzyloxybenzyl chloride). RXN SMILES: C1(O[CH2:8][C:9]2[CH:14]=[CH:13][CH:12]=[CH:11][CH:10]=2)C=CC=CC=1.[CH2:15]=[O:16].[ClH:17].[CH:18]1[CH:23]=[CH:22][CH:21]=[CH:20][CH:19]=1>C1(C)C=CC=CC=1>[CH2:15]([O:16][C:12]1[CH:11]=[CH:10][C:9]([CH2:8][Cl:17])=[CH:14][CH:13]=1)[C:18]1[CH:23]=[CH:22][CH:21]=[CH:20][CH:19]=1. Procedure: In a 1 l four-necked flask, there were placed 85.4 g (0.464 mole) of benzyl phenyl ether, 45 g (1.5 moles) of paraformaldehyde, 300 ml of conc. hydrochloric acid and 100 ml of benzene, and the resulting mixture was stirred for 4 hours at 50° to 60° C. After completion of the reaction, 100 ml of toluene was added to the resulting reaction mixture followed by vigorous stirring of the resulting mixture. The resulting organic layer in the mixture was washed twice with 200 ml of water. The thus obtai... Starting materials: [Cl-].[Na+] (sodium chloride), 7-(cyclohexan-1-on-2)heptanoic acid, C([O-])(O)=O.[Na+] (sodium bicarbonate), C(C)O (ethanol), O.C1(=CC=C(C=C1)S(=O)(=O)O)C (p-toluenesulfonic acid monohydrate), C1=CC=CC=C1 (benzene). The solvent is O (water). The product is C1(C(CCCC1)CCCCCCC(=O)OCC)=O (ethyl 7-(cyclohexan-1-on-2-yl)heptanoate). As a reaction SMILES: [CH2:1](O)[CH3:2].[OH2:4].[C:5]1([CH3:15])[CH:10]=[CH:9][C:8](S(O)(=O)=O)=[CH:7][CH:6]=1.[C:16](=[O:19])(O)[O-:17].[Na+].[Cl-].[Na+].[CH:23]1C=[CH:27][CH:26]=[CH:25][CH:24]=1>O>[C:6]1(=[O:4])[CH2:7][CH2:8][CH2:9][CH2:10][CH:5]1[CH2:15][CH2:23][CH2:24][CH2:25][CH2:26][CH2:27][C:16]([O:17][CH2:1][CH3:2])=[O:19] |f:1.2,3.4,5.6|. Reported procedure: A solution of 232 g. of 7-(cyclohexan-1-on-2)heptanoic acid in 2500 ml. of ethanol is refluxed for 4.5 hours with 3.8 g. of p-toluenesulfonic acid monohydrate. The solution is diluted with 200 ml. of benzene, and boiling is continued for 2 hours as 200 ml. of distillate is removed. The volume of the solution is concentrated to 500 ml. After dilution with 500 ml. of ether the solution is extracted with a solution prepared from 50 ml. of saturated sodium bicarbonate, 50 ml. of saturated sodium chl... The reactants are [OH-].[Na+] (sodium hydroxide), ClC1=CC=C(CN2CCC(CC2)=NO)C=C1 (1-(4-chlorobenzyl)-4-piperidone oxime), [H-].[Al+3].[Li+].[H-].[H-].[H-] (lithium aluminum hydride), solution. Run in O1CCCC1 (tetrahydrofuran). Product: NC1CCN(CC1)CC1=CC=C(C=C1)Cl (4-Amino-1-(4-chlorobenzyl)piperidine). RXN SMILES: [Cl:1][C:2]1[CH:16]=[CH:15][C:5]([CH2:6][N:7]2[CH2:12][CH2:11][C:10](=[N:13]O)[CH2:9][CH2:8]2)=[CH:4][CH:3]=1.[H-].[Al+3].[Li+].[H-].[H-].[H-].[OH-].[Na+]>O1CCCC1>[NH2:13][CH:10]1[CH2:9][CH2:8][N:7]([CH2:6][C:5]2[CH:15]=[CH:16][C:2]([Cl:1])=[CH:3][CH:4]=2)[CH2:12][CH2:11]1 |f:1.2.3.4.5.6,7.8|. Procedure: Add 1-(4-chlorobenzyl)-4-piperidone oxime (1.87 mmol) to a solution of lithium aluminum hydride (2.5 mL of a 1 M solution in tetrahydrofuran) and place under a nitrogen atmosphere. Heat at reflux for 2 hours, cool and pour into dilute aqueous sodium hydroxide. Extract with a mixture of ethyl ether/ethyl acetate (2×), wash with aqueous sodium chloride and dry (MgSO4). Evaporate the solvent in vacuo to give the title compound. Starting materials: ON=C(C#N)C1=CC=CC=C1 (2-hydroxyimino-2-phenylacetonitrile), COC=1C2=CC=CC=C2C(=C2C=CC(=CC12)S(=O)(=O)Cl)OC (9,10-dimethoxyanthracene-2-sulfonyl chloride), ClCCl (dichloromethane). The solvent is C(C)N(CC)CC (triethylamine). Yields the product COC=1C2=CC=CC=C2C(=C2C=CC(=CC12)S(=O)(=O)ON=C(C#N)C1=CC=CC=C1)OC (2-(9,10-Dimethoxyanthracene-2-sulfonyloxy) imino-2-phenylacetonitrile). Isolated yield 93.8%. Reaction SMILES: [OH:1][N:2]=[C:3]([C:6]1[CH:11]=[CH:10][CH:9]=[CH:8][CH:7]=1)[C:4]#[N:5].[CH3:12][O:13][C:14]1[C:15]2[C:20]([C:21]([O:32][CH3:33])=[C:22]3[C:27]=1[CH:26]=[C:25]([S:28](Cl)(=[O:30])=[O:29])[CH:24]=[CH:23]3)=[CH:19][CH:18]=[CH:17][CH:16]=2.ClCCl>C(N(CC)CC)C>[CH3:12][O:13][C:14]1[C:15]2[C:20]([C:21]([O:32][CH3:33])=[C:22]3[C:27]=1[CH:26]=[C:25]([S:28]([O:1][N:2]=[C:3]([C:6]1[CH:11]=[CH:10][CH:9]=[CH:8][CH:7]=1)[C:4]#[N:5])(=[O:30])=[O:29])[CH:24]=[CH:23]3)=[CH:19][CH:18]=[CH:17][CH:16]=2. Procedure: From a mixture of 1.26 g of 2-hydroxyimino-2-phenylacetonitrile, 2.91 g of 9,10-dimethoxyanthracene-2-sulfonyl chloride, 50 ml of dichloromethane, and 0.87 g of triethylamine was obtained 3.61 g of a yellow solid product by the same procedures as in Example 1. The light irradiation was carried out on this compound in the same way as in Example 1, and the leuco dye of the above formula (VI) was added. The compound became a brilliant blue color, and the generation of an acid was observed. The reactants are C(=C)N1C(CCC1)=O (N-vinylpyrrolidinone), C1(=CC=CC=C1)N=[N+]=[N-] (phenyl azide), phenyl azides. The solvent is C(C)O (ethanol). The product is C1(=CC=CC=C1)N1N=NC=C1 (1-phenyl triazole). RXN SMILES: [CH:1](N1CCCC1=O)=[CH2:2].[C:9]1([N:15]=[N+:16]=[N-:17])[CH:14]=[CH:13][CH:12]=[CH:11][CH:10]=1>C(O)C>[C:9]1([N:15]2[CH:2]=[CH:1][N:17]=[N:16]2)[CH:14]=[CH:13][CH:12]=[CH:11][CH:10]=1. Procedure: In the method of preparation, the reaction between the N-vinylpyrrolidinone and the phenyl azide is carried out at room temperature in ethanol as solvent, and allowed to stand in the dark for several weeks, depending on the reactivity of the phenyl azides. Refluxing the reaction mixture eliminates the 5-(2-oxo-1-pyrrolidino) group and yields the 1-phenyl triazole. Starting materials: C1(=CC=CC=C1)C#CC1=NOC2(C1)CCNCC2 (3-(Phenylethynyl)-1-oxa-2,8-diazaspiro[4.5]dec-2-ene), FC=1C=C(C=CC1)C#CC1=NOC2(CN(C2)C(=O)OC(C)(C)C)C1 (tert-Butyl 7-[(3-fluorophenyl)ethynyl]-5-oxa-2,6-diazaspiro[3.4]oct-6-ene-2-carboxylate). The solvent is C(Cl)(Cl)Cl (chloroform). The product is FC=1C=C(C=CC1)C#CC1=NOC2(CNC2)C1 (7-[(3-Fluorophenyl)ethynyl]-5-oxa-2,6-diazaspiro[3.4]oct-6-ene). The yield is 33.4%. RXN SMILES: C1(C#CC2CC3(CCNCC3)ON=2)C=CC=CC=1.[F:19][C:20]1[CH:21]=[C:22]([C:26]#[C:27][C:28]2[CH2:42][C:31]3([CH2:34][N:33](C(OC(C)(C)C)=O)[CH2:32]3)[O:30][N:29]=2)[CH:23]=[CH:24][CH:25]=1>C(Cl)(Cl)Cl>[F:19][C:20]1[CH:21]=[C:22]([C:26]#[C:27][C:28]2[CH2:42][C:31]3([CH2:34][NH:33][CH2:32]3)[O:30][N:29]=2)[CH:23]=[CH:24][CH:25]=1. Procedure: The title compound was synthesized following the method reported for Compound 1c, substituting Compound 1b with Compound 40a and running the reaction in chloroform. The crude brownish oily residue was used without further purification in the next reaction step. Yield: 33.4%. Procedure details: To a cold (−60° C.) solution of oxalyl chloride (60.8 mmol) in dry DCM (130 mL) is added dropwise DMSO (111 mmol) within 5 min. After 15 min a solution of (1R,3S,4S)-3-hydroxymethyl-2-aza-bicyclo[2.2.1]heptane-2-carboxylic acid tert-butyl ester (50.7 mmol) in dry DCM (40 mL) is added dropwise within 15 min. Stirring is continued for 45 min at −55° C., then DIPEA (253 mmol; dried over 3 A molecular sieve) is added during 5 min. The reaction mixture is allowed to reach rt and diluted with water (2... Reaction conditions: time 45 minute. RXN SMILES: C(Cl)(=O)C(Cl)=O.CS(C)=O.[C:11]([O:15][C:16]([N:18]1[C@H:23]([CH2:24][OH:25])[C@@H:22]2[CH2:26][C@H:19]1[CH2:20][CH2:21]2)=[O:17])([CH3:14])([CH3:13])[CH3:12].CCN(C(C)C)C(C)C>C(Cl)Cl>[C:11]([O:15][C:16]([N:18]1[C@H:23]([CH:24]=[O:25])[C@@H:22]2[CH2:26][C@H:19]1[CH2:20][CH2:21]2)=[O:17])([CH3:14])([CH3:12])[CH3:13]. Product: C(C)(C)(C)OC(=O)N1[C@@H]2CC[C@H]([C@H]1C=O)C2 ((1R,3S,4S)-3-Formyl-2-aza-bicyclo[2.2.1]heptane-2-carboxylic acid tert-butyl ester). Solvent: C(Cl)Cl (DCM), C(Cl)Cl (DCM). Starting materials: C(C(=O)Cl)(=O)Cl (oxalyl chloride), CS(=O)C (DMSO), C(C)(C)(C)OC(=O)N1[C@@H]2CC[C@H]([C@H]1CO)C2 ((1R,3S,4S)-3-hydroxymethyl-2-aza-bicyclo[2.2.1]heptane-2-carboxylic acid tert-butyl ester), CCN(C(C)C)C(C)C (DIPEA). The reactants are Brc1cccc(Br)c1, [NH4+], O=[N+]([O-])[O-], O=S(=O)(O)O. The product is O=[N+]([O-])c1ccc(Br)cc1Br. Reaction SMILES: [Br:1][c:2]1[cH:3][cH:4][cH:5][c:6]([Br:7])[cH:8]1.[NH4+:9].[O-:10][N+:11]([O-:12])=[O:13].[S:14](=[O:15])(=[O:16])([OH:17])[OH:18]>>[Br:1][c:2]1[c:3]([N+:11](=[O:10])[O-:12])[cH:4][cH:5][c:6]([Br:7])[cH:8]1. The reactants are Cc1ccc(Br)nc1, NCCCN, c1ccncc1. The product is Cc1ccc(NCCCN)nc1. As a reaction SMILES: [Br:1][c:2]1[n:3][cH:4][c:5]([CH3:8])[cH:6][cH:7]1.[NH2:9][CH2:10][CH2:11][CH2:12][NH2:13].[cH:14]1[cH:15][cH:16][n:17][cH:18][cH:19]1>>[c:2]1([NH:13][CH2:12][CH2:11][CH2:10][NH2:9])[n:3][cH:4][c:5]([CH3:8])[cH:6][cH:7]1.